describe an organic reaction: reactants, conditions, products, and yield From a dataset of the Open Reaction Database (ORD), a public repository of structured organic reaction records. The reactants are COC(=O)C1(CCC1)C1=CC=C(C=C1)NC1=NC(=NC2=C1CCC2)Cl (1-[4-(2-chloro-6,7-dihydro-5H-cyclopentapyrimidin-4-ylamino)-phenyl]-cyclobutanecarboxylic acid methyl ester), N1CCOCC1 (morpholine), C(C)(C)N(CC)C(C)C (diisopropylethylamine). Solvent: C(C)(C)O (isopropanol). The product is COC(=O)C1(CCC1)C1=CC=C(C=C1)NC1=NC(=NC2=C1CCC2)N2CCOCC2 (1-[4-(2-morpholin-4-yl-6,7-dihydro-5H-cyclopentapyrimidin-4-ylamino)-phenyl]-cyclobutanecarboxylic acid methyl ester). The yield is 83.1%. As a reaction SMILES: [CH3:1][O:2][C:3]([C:5]1([C:9]2[CH:14]=[CH:13][C:12]([NH:15][C:16]3[C:21]4[CH2:22][CH2:23][CH2:24][C:20]=4[N:19]=[C:18](Cl)[N:17]=3)=[CH:11][CH:10]=2)[CH2:8][CH2:7][CH2:6]1)=[O:4].[NH:26]1[CH2:31][CH2:30][O:29][CH2:28][CH2:27]1.C(N(C(C)C)CC)(C)C>C(O)(C)C>[CH3:1][O:2][C:3]([C:5]1([C:9]2[CH:14]=[CH:13][C:12]([NH:15][C:16]3[C:21]4[CH2:22][CH2:23][CH2:24][C:20]=4[N:19]=[C:18]([N:26]4[CH2:31][CH2:30][O:29][CH2:28][CH2:27]4)[N:17]=3)=[CH:11][CH:10]=2)[CH2:8][CH2:7][CH2:6]1)=[O:4]. Procedure: A mixture of 1-[4-(2-chloro-6,7-dihydro-5H-cyclopentapyrimidin-4-ylamino)-phenyl]-cyclobutanecarboxylic acid methyl ester (2 g, 5.594 mmol), morpholine (0.64 mL, 7.27 mmol) and diisopropylethylamine (1.46 mL, 8.392 mmol) in isopropanol (25 mL) was heated at reflux for 50 hours. After cooling to a temperature in the range of 15° C. to 40° C., the precipitated solid was filtered, washed with hexane and dried. The solid was dissolved in ethyl acetate, washed with water, brine, dried over Na2SO4, fi... Starting materials: ClC1=CC=C(C=C1)[C@H]1[C@@H](CNC1)C(=O)N1[C@H](C(=O)N(C)C)C[C@@H](C1)N(C(C(C)(C)C)=O)C1CCC(CC1)(C)C ((4S)-1-[(3S,4R)-4-(4-chlorophenyl)pyrrolidine-3-yl]carbonyl-4-[(4,4-dimethylcyclohexyl)(2,2-dimethylpropanoyl)amino]-N,N-dimethyl-L-prolineamide), C(C)(=O)O (acetic acid), C(C)OC1(CC1)O[Si](C)(C)C (1-ethoxycyclopropoxytrimethylsilane), [Na].C(#N)[BH3-] (sodium cyanoborohydride). Run in ClCCCl (DCE). Run at temperature 80 celsius, time 2 hour. Yields the product Cl.ClC1=CC=C(C=C1)[C@H]1[C@@H](CN(C1)C1CC1)C(=O)N1[C@H](C(=O)N(C)C)CC(C1)N(C(C(C)(C)C)=O)C1CCC(CC1)(C)C ({[(3S,4R)-4-(4-chlorophenyl)-1-cyclopropylpyrrolidine-3-yl]carbonyl}-4-[(4,4-dimethylcyclohexyl)(2,2-dimethylpropanoyl)amino]-N,N-dimethyl-L-prolineamide HCl salt). As a reaction SMILES: [Cl:1][C:2]1[CH:7]=[CH:6][C:5]([C@@H:8]2[CH2:12][NH:11][CH2:10][C@H:9]2[C:13]([N:15]2[CH2:24][C@@H:23]([N:25]([CH:32]3[CH2:37][CH2:36][C:35]([CH3:39])([CH3:38])[CH2:34][CH2:33]3)[C:26](=[O:31])[C:27]([CH3:30])([CH3:29])[CH3:28])[CH2:22][C@H:16]2[C:17]([N:19]([CH3:21])[CH3:20])=[O:18])=[O:14])=[CH:4][CH:3]=1.C(O[C:43]1(O[Si](C)(C)C)[CH2:45][CH2:44]1)C.[Na].C([BH3-])#N.C(O)(=O)C>ClCCCl>[ClH:1].[Cl:1][C:2]1[CH:7]=[CH:6][C:5]([C@@H:8]2[CH2:12][N:11]([CH:43]3[CH2:45][CH2:44]3)[CH2:10][C@H:9]2[C:13]([N:15]2[CH2:24][CH:23]([N:25]([CH:32]3[CH2:37][CH2:36][C:35]([CH3:39])([CH3:38])[CH2:34][CH2:33]3)[C:26](=[O:31])[C:27]([CH3:30])([CH3:29])[CH3:28])[CH2:22][C@H:16]2[C:17]([N:19]([CH3:21])[CH3:20])=[O:18])=[O:14])=[CH:4][CH:3]=1 |f:2.3,6.7,^1:50|. Procedure: To a solution of (4S)-1-[(3S,4R)-4-(4-chlorophenyl)pyrrolidine-3-yl]carbonyl-4-[(4,4-dimethylcyclohexyl)(2,2-dimethylpropanoyl)amino]-N,N-dimethyl-L-prolineamide (100 mg, 0.18 mmol) prepared in Example E1-1 in DCE (5 ml) was added 1-ethoxycyclopropoxytrimethylsilane (47 mg, 0.27 mmol) and sodium-cyanoborohydride (23 mg, 0.36 mmol), added a catalytic amount of acetic acid, and the solution was stirred at 80° C. for 2 h. After the reaction finished, the solvent was concentrated in vacuo, and extra... The reactants are O=C(Nc1c[nH]c2ncc(Br)c(F)c12)c1cccnc1, CCCCO, CC(C)(C)OC(=O)NC1CCNC1. The product is CC(C)(C)OC(=O)NC1CCN(c2c(Br)cnc3[nH]cc(NC(=O)c4cccnc4)c23)C1. RXN SMILES: [Br:14][c:15]1[c:16]([F:33])[c:17]2[c:18]([n:19][cH:20]1)[nH:21][cH:22][c:23]2[NH:24][C:25]([c:26]1[cH:27][n:28][cH:29][cH:30][cH:31]1)=[O:32].[CH2:34]([OH:35])[CH2:36][CH2:37][CH3:38].[NH:1]1[CH2:2][CH:3]([NH:6][C:7]([O:8][C:9]([CH3:10])([CH3:11])[CH3:12])=[O:13])[CH2:4][CH2:5]1>>[N:1]1([c:16]2[c:15]([Br:14])[cH:20][n:19][c:18]3[c:17]2[c:23]([NH:24][C:25]([c:26]2[cH:27][n:28][cH:29][cH:30][cH:31]2)=[O:32])[cH:22][nH:21]3)[CH2:2][CH:3]([NH:6][C:7]([O:8][C:9]([CH3:10])([CH3:11])[CH3:12])=[O:13])[CH2:4][CH2:5]1. Starting materials: [OH-].[Na+] (NaOH), ClC1=C2C=CN(C2=CC=C1)CC=1N=CN(C1)C(C1=CC=CC=C1)(C1=CC=CC=C1)C1=CC=CC=C1 (4-chloro-1-(1-trityl-1H-imidazol-4-ylmethyl)-1H-indole), ClC1=C2C=CN(C2=CC=C1)CC=1N=CN(C1)C(C1=CC=CC=C1)(C1=CC=CC=C1)C1=CC=CC=C1 (4-chloro-1-(1-trityl-1H-imidazol-4-ylmethyl)-1H-indole), O (H2O). Run in C(C)(=O)O (acetic acid). Yields the product ClC1=C2C=CN(C2=CC=C1)CC=1NCNC1 (4-(4-chloro-indol-1-ylmethyl)-1,3-dihydro-imidazole). The yield is 20.0%. Reaction SMILES: [Cl:1][C:2]1[CH:10]=[CH:9][CH:8]=[C:7]2[C:3]=1[CH:4]=[CH:5][N:6]2[CH2:11][C:12]1[N:13]=[CH:14][N:15](C(C2C=CC=CC=2)(C2C=CC=CC=2)C2C=CC=CC=2)[CH:16]=1.O.[OH-].[Na+]>C(O)(=O)C>[Cl:1][C:2]1[CH:10]=[CH:9][CH:8]=[C:7]2[C:3]=1[CH:4]=[CH:5][N:6]2[CH2:11][C:12]1[NH:13][CH2:14][NH:15][CH:16]=1 |f:2.3|. Reported procedure: A mixture of powdered KOH (7 mmol) in DMSO (12 mL) at room temperature (rt) under N2 was stirred for 0.5 h. 4-Chloro-1H-indole (Intermediate A1) (1.67 mmol) was added and the mixture was allowed to stir for 2 h at rt. The 4-chloromethyl-1-trityl-1H-imidazole (prepared according to the procedures in: James, L. K. et al; J. Med. Chem. 1997, 20, 721. and Cordi, A. A. et al Eur. J. Med. Chem. 1990, 25, 557, incorporated herein by reference) (Intermediate A2) (1.19 mmol) was added and the mixture was...